From a dataset of the Open Reaction Database (ORD), a public repository of structured organic reaction records. describe an organic reaction: reactants, conditions, products, and yield Reactants: CCO, COc1nccc2cc(C3=CCOCC3)oc12. Yields the product COc1nccc2cc(C3CCOCC3)oc12. As a reaction SMILES: [CH3:18][CH2:19][OH:20].[O:1]1[CH2:2][CH2:3][C:4]([c:7]2[cH:8][c:9]3[c:10]([c:11]([O:15][CH3:16])[n:12][cH:13][cH:14]3)[o:17]2)=[CH:5][CH2:6]1>>[O:1]1[CH2:2][CH2:3][CH:4]([c:7]2[cH:8][c:9]3[c:10]([c:11]([O:15][CH3:16])[n:12][cH:13][cH:14]3)[o:17]2)[CH2:5][CH2:6]1. Starting materials: O=C(c1ccccc1)N1CCc2c([nH]c3ccccc23)C1, CI, [H-], [Na+], CN(C)C=O, O. The product is Cn1c2c(c3ccccc31)CCN(C(=O)c1ccccc1)C2. Reaction SMILES: [C:1]([c:2]1[cH:3][cH:4][cH:5][cH:6][cH:7]1)(=[O:8])[N:9]1[CH2:10][c:11]2[nH:12][c:13]3[cH:14][cH:15][cH:16][cH:17][c:18]3[c:19]2[CH2:20][CH2:21]1.[CH3:24][I:25].[H-:23].[Na+:22].[O:27]=[CH:28][N:29]([CH3:30])[CH3:31].[OH2:26]>>[C:1]([c:2]1[cH:3][cH:4][cH:5][cH:6][cH:7]1)(=[O:8])[N:9]1[CH2:10][c:11]2[n:12]([CH3:24])[c:13]3[cH:14][cH:15][cH:16][cH:17][c:18]3[c:19]2[CH2:20][CH2:21]1. Yield: 81.2%. Procedure details: To a stirred solution of methyl 6-((tert-butyldimethylsilyloxy)methyl)-2-methylpyrimidine-4-carboxylate (4.70 g, 15.86 mmol, Preparation #6) in MeOH (50 mL) were added DIEA (8.3 mL, 47.59 mmol Spectrochem) and 4-fluoro-3-methoxybenzylamine (3.8 g, 24.58 mmol, WO 2008/083056). The reaction mixture was heated to about 70° C. for about 15 h. The solvents were removed in vacuo and the crude material partitioned between EtOAc (300 mL) and 1N HCl solution (300 mL). The layers were separated and the aq... Product: [Si](C)(C)(C(C)(C)C)OCC1=CC(=NC(=N1)C)C(=O)NCC1=CC(=C(C=C1)F)OC (6-((tert-butyldimethylsilyloxy)methyl)-N-(4-fluoro-3-methoxybenzyl)-2-methylpyrimidine-4-carboxamide). Reactants: [Si](C)(C)(C(C)(C)C)OCC1=CC(=NC(=N1)C)C(=O)OC (methyl 6-((tert-butyldimethylsilyloxy)methyl)-2-methylpyrimidine-4-carboxylate), CCN(C(C)C)C(C)C (DIEA), FC1=C(C=C(CN)C=C1)OC (4-fluoro-3-methoxybenzylamine). Reaction SMILES: [Si:1]([O:8][CH2:9][C:10]1[N:15]=[C:14]([CH3:16])[N:13]=[C:12]([C:17]([O:19]C)=O)[CH:11]=1)([C:4]([CH3:7])([CH3:6])[CH3:5])([CH3:3])[CH3:2].CCN(C(C)C)C(C)C.[F:30][C:31]1[CH:38]=[CH:37][C:34]([CH2:35][NH2:36])=[CH:33][C:32]=1[O:39][CH3:40]>CO>[Si:1]([O:8][CH2:9][C:10]1[N:15]=[C:14]([CH3:16])[N:13]=[C:12]([C:17]([NH:36][CH2:35][C:34]2[CH:37]=[CH:38][C:31]([F:30])=[C:32]([O:39][CH3:40])[CH:33]=2)=[O:19])[CH:11]=1)([C:4]([CH3:5])([CH3:6])[CH3:7])([CH3:2])[CH3:3]. Run in CO (MeOH). Reaction conditions: temperature 70 celsius. Starting materials: CCC1CC2C3CCC4=CC(=O)CCC4C3CCC2(C)C1OC(=O)CBr, CCC(CC)C(=O)O, CC(C)=O. Yields the product CCC(CC)C(=O)OCC(=O)OC1C(CC)CC2C3CCC4=CC(=O)CCC4C3CCC21C. RXN SMILES: [CH2:1]([CH3:2])[CH:3]1[CH:4]([O:22][C:23]([CH2:24][Br:25])=[O:26])[C:5]2([CH3:6])[CH:7]([CH2:8]1)[CH:9]1[CH2:10][CH2:11][C:12]3=[CH:13][C:14](=[O:21])[CH2:15][CH2:16][CH:17]3[CH:18]1[CH2:19][CH2:20]2.[CH2:27]([CH3:28])[CH:29]([C:30](=[O:31])[OH:32])[CH2:33][CH3:34].[CH3:35][C:36](=[O:37])[CH3:38]>>[CH2:1]([CH3:2])[CH:3]1[CH:4]([O:22][C:23]([CH2:24][O:32][C:30]([CH:29]([CH2:27][CH3:28])[CH2:33][CH3:34])=[O:31])=[O:26])[C:5]2([CH3:6])[CH:7]([CH2:8]1)[CH:9]1[CH2:10][CH2:11][C:12]3=[CH:13][C:14](=[O:21])[CH2:15][CH2:16][CH:17]3[CH:18]1[CH2:19][CH2:20]2. Reactants: BrC=1C=CC(=C(C(=O)Cl)C1)Cl (5-bromo-2-chloro-benzoyl chloride), C(C)OC1=C(C=CC=C1)F (1-ethoxy-2-fluoro-benzene), [Cl-].[Cl-].[Cl-].[Al+3] (aluminum trichloride). Run in ClCCl (dichloromethane). Run at temperature 0 celsius, time 16 hour. Product: BrC=1C=CC(=C(C1)C(=O)C1=CC(=C(C=C1)OCC)F)Cl ((5-bromo-2-chloro-phenyl)-(4-ethoxy-3-fluoro-phenyl)methanone). Yield: 72.8%. Reaction SMILES: [Br:1][C:2]1[CH:3]=[CH:4][C:5]([Cl:11])=[C:6]([CH:10]=1)[C:7](Cl)=[O:8].[CH2:12]([O:14][C:15]1[CH:20]=[CH:19][CH:18]=[CH:17][C:16]=1[F:21])[CH3:13].[Cl-].[Cl-].[Cl-].[Al+3]>ClCCl>[Br:1][C:2]1[CH:3]=[CH:4][C:5]([Cl:11])=[C:6]([C:7]([C:18]2[CH:19]=[CH:20][C:15]([O:14][CH2:12][CH3:13])=[C:16]([F:21])[CH:17]=2)=[O:8])[CH:10]=1 |f:2.3.4.5|. Procedure details: 5-bromo-2-chloro-benzoyl chloride 2a (12.4 g, 48.8 mmol) and 1-ethoxy-2-fluoro-benzene 4b (6.84 g, 48.8 mmol) were dissolved in 100 mL dichloromethane and cooled to 0° C., followed by addition of aluminum trichloride (5.86 g, 44 mmol) in batch. The reaction mixture was stirred for 16 hours. Thereafter, the reaction mixture was partitioned after 20 mL 2 M hydrochloric acid was dropwise added in an ice bath. The aqueous phase was extracted with 30 mL dichloromethane and the organic extract was com... Reactants: S(=O)(=O)(O)C1=CC=C(C(=O)O)C=C1.[K] (potassium 4-sulfobenzoic acid), ClS(=O)(=O)O (chlorosulfonic acid), ice. Conditions: temperature 100 celsius, time 1 hour. Product: ClS(=O)(=O)C1=CC=C(C(=O)O)C=C1 (4-chlorosulfonyl benzoic acid). As a reaction SMILES: [S:1]([C:5]1[CH:13]=[CH:12][C:8]([C:9]([OH:11])=[O:10])=[CH:7][CH:6]=1)(O)(=[O:3])=[O:2].[K].[Cl:15]S(O)(=O)=O>>[Cl:15][S:1]([C:5]1[CH:13]=[CH:12][C:8]([C:9]([OH:11])=[O:10])=[CH:7][CH:6]=1)(=[O:3])=[O:2] |f:0.1,^1:13|. Reported procedure: 4-Chlorosulfonylbenzoic acid is prepared by procedures described in (J. Chem. Soc., Vol. 121, 2022-26, 1922). A 250 mL flask equipped with condenser, CaCl2 drying tube and magnetic stirrer is charged with 35.1 g (0.146 mol) of potassium 4-sulfobenzoic acid and 50 mL of chlorosulfonic acid. The flask is placed in an oil bath and warmed to 100° C. After 1 hour at temperature, the reaction mixture is homogeneous. The reaction mixture is cooled and poured onto 300 g of crushed ice. The white precipi...